From a dataset of the Open Reaction Database (ORD), a public repository of structured organic reaction records. describe an organic reaction: reactants, conditions, products, and yield Conditions: temperature 15 celsius, time 4 hour. Procedure details: To 27.8 g. of 3-hydroxymethyl-1-methyl-2-phenyl-pyrrolidin-5-one in 40 ml. of potassium hydroxide dried pyridine was added in portions at 0°-5° 29.4 g. of p-toluenesulfonyl chloride. The orange solution was then stirred at 15° C. for 4 hours and then decanted into 180 ml. of ice cold 10% hydrochloric acid. The resulting solid was collected by filtration and washed with water and air dried. Washing with ether provided 37 g. of crude product. Reactants: OCC1C(N(C(C1)=O)C)C1=CC=CC=C1 (3-hydroxymethyl-1-methyl-2-phenyl-pyrrolidin-5-one), [OH-].[K+] (potassium hydroxide), C1(=CC=C(C=C1)S(=O)(=O)Cl)C (p-toluenesulfonyl chloride). Yields the product CN1C(C(CC1=O)COS(=O)(=O)C1=CC=C(C)C=C1)C1=CC=CC=C1 (1-Methyl-2-phenyl-3-tosyloxymethyl-pyrrolidin-5-one). Reaction SMILES: [OH:1][CH2:2][CH:3]1[CH2:7][C:6](=[O:8])[N:5]([CH3:9])[CH:4]1[C:10]1[CH:15]=[CH:14][CH:13]=[CH:12][CH:11]=1.[OH-].[K+].[C:18]1([CH3:28])[CH:23]=[CH:22][C:21]([S:24](Cl)(=[O:26])=[O:25])=[CH:20][CH:19]=1>>[CH3:9][N:5]1[C:6](=[O:8])[CH2:7][CH:3]([CH2:2][O:1][S:24]([C:21]2[CH:22]=[CH:23][C:18]([CH3:28])=[CH:19][CH:20]=2)(=[O:26])=[O:25])[CH:4]1[C:10]1[CH:15]=[CH:14][CH:13]=[CH:12][CH:11]=1 |f:1.2|. The reactants are NC1=NC(c2ccnc(C(F)(F)F)c2)(c2cc(Br)ccc2F)c2cccc(F)c21, OB(O)c1cncnc1. Reaction SMILES: [Br:1][c:2]1[cH:3][cH:4][c:5]([F:29])[c:6]([C:8]2([c:19]3[cH:20][c:21]([C:25]([F:26])([F:27])[F:28])[n:22][cH:23][cH:24]3)[N:9]=[C:10]([NH2:18])[c:11]3[c:12]([F:17])[cH:13][cH:14][cH:15][c:16]32)[cH:7]1.[n:30]1[cH:31][n:32][cH:33][c:34]([B:36]([OH:37])[OH:38])[cH:35]1>>[c:2]1(-[c:34]2[cH:33][n:32][cH:31][n:30][cH:35]2)[cH:3][cH:4][c:5]([F:29])[c:6]([C:8]2([c:19]3[cH:20][c:21]([C:25]([F:26])([F:27])[F:28])[n:22][cH:23][cH:24]3)[N:9]=[C:10]([NH2:18])[c:11]3[c:12]([F:17])[cH:13][cH:14][cH:15][c:16]32)[cH:7]1. Yields the product NC1=NC(c2ccnc(C(F)(F)F)c2)(c2cc(-c3cncnc3)ccc2F)c2cccc(F)c21.